This data is from the Open Reaction Database (ORD), a public repository of structured organic reaction records. The task is: describe an organic reaction: reactants, conditions, products, and yield Procedure: 9.2 g of 4-(6carboxyhexyl)-thiazole-5-carboxylic acid (IX, R1 = H) and 10.2 g of p-toluenesulphonic acid monohydrate were dissolved in 400 ml of methanol. The obtained reaction mixture was stirred for 2 hours at room temperature, then poured onto one liter of water. After saturating the aqueous solution with ammonium sulphate it was extracted with 3 × 400 ml of ethyl acetate, then the ethyl acetate extract was washed with water, dried over sodium sulphate and evaporated in vacuo. Recrystallizati... Product: C(=O)(OC)CCCCCCC=1N=CSC1C(=O)O (4-(6-carbomethoxyhexyl)-thiazole-5-carboxylic acid). Solvent: CCCCCC (n-hexane), CO (methanol). Run at time 2 hour. Starting materials: C(C)OCC (diethyl ether), C(=O)(O)CCCCCCC=1N=CSC1C(=O)O (4-(6-carboxyhexyl)-thiazole-5-carboxylic acid), O.C1(=CC=C(C=C1)S(=O)(=O)O)C (p-toluenesulphonic acid monohydrate), O (water). RXN SMILES: [C:1]([CH2:4][CH2:5][CH2:6][CH2:7][CH2:8][CH2:9][C:10]1[N:11]=[CH:12][S:13][C:14]=1[C:15]([OH:17])=[O:16])([OH:3])=[O:2].O.[C:19]1(C)C=CC(S(O)(=O)=O)=CC=1.O.C(OCC)C>CO.CCCCCC>[C:1]([CH2:4][CH2:5][CH2:6][CH2:7][CH2:8][CH2:9][C:10]1[N:11]=[CH:12][S:13][C:14]=1[C:15]([OH:17])=[O:16])([O:3][CH3:19])=[O:2] |f:1.2|. The reactants are Intermediate 137, COC(C1=CC=C(C=C1)N)=O (4-aminobenzoic acid methyl ester), C(CCC)=O (butyraldehyde). The product is C(CCC)NC1=CC=C(C(=O)OC)C=C1 (Methyl 4-(butylamino)benzoate). Yield: 87.5%. RXN SMILES: [CH3:1][O:2][C:3](=[O:11])[C:4]1[CH:9]=[CH:8][C:7]([NH2:10])=[CH:6][CH:5]=1.[CH:12](=O)[CH2:13][CH2:14][CH3:15]>>[CH2:12]([NH:10][C:7]1[CH:8]=[CH:9][C:4]([C:3]([O:2][CH3:1])=[O:11])=[CH:5][CH:6]=1)[CH2:13][CH2:14][CH3:15]. Reported procedure: Following a procedure analogous to that for the synthesis of Intermediate 137, 4-aminobenzoic acid methyl ester (Aldrich, 500 mg, 3.31 mmol) and butyraldehyde (300 μL, 3.31 mmol) were converted to the title compound (600 mg, 82%). 1H NMR (CDCl3) δ 7.91-7.80 (m, 2H), 6.59-6.46 (m, 2H), 3.86 (s, 3H), 3.18 (t, J=7.0 Hz, 2H), 1.67-1.58 (m, 2H), 1.48-1.37 (m, 2H), 0.98 (t, J=7.4 Hz, 3H); MS(ESI+) m/z 208.1 (M+H)+. Starting materials: CCC(C)=O, O=C(CCCI)c1ccc(F)cc1, [Na+], [Na+], O=C([O-])[O-], c1ccc(C2(c3ccccc3)CCNCC2)cc1. The product is O=C(CCCN1CCC(c2ccccc2)(c2ccccc2)CC1)c1ccc(F)cc1. RXN SMILES: [CH2:38]([C:39]([CH3:40])=[O:41])[CH3:42].[F:19][c:20]1[cH:21][cH:22][c:23]([C:24](=[O:25])[CH2:26][CH2:27][CH2:28][I:29])[cH:30][cH:31]1.[Na+:32].[Na+:33].[O-:34][C:35](=[O:36])[O-:37].[c:1]1([C:7]2([c:13]3[cH:14][cH:15][cH:16][cH:17][cH:18]3)[CH2:8][CH2:9][NH:10][CH2:11][CH2:12]2)[cH:2][cH:3][cH:4][cH:5][cH:6]1>>[c:1]1([C:7]2([c:13]3[cH:14][cH:15][cH:16][cH:17][cH:18]3)[CH2:8][CH2:9][N:10]([CH2:28][CH2:27][CH2:26][C:24]([c:23]3[cH:22][cH:21][c:20]([F:19])[cH:31][cH:30]3)=[O:25])[CH2:11][CH2:12]2)[cH:2][cH:3][cH:4][cH:5][cH:6]1. The reactants are C(=CC1=CC=CC=C1)C(=O)C=O (styrylglyoxal), C1(=CC=CC=C1)C=CC(C(CC(CCCCCCCC(=O)O)=O)O)=O (14-phenyl-9,12-dioxo-11-hydroxytetradec-13-enoic acid), dialkyl esters, [OH-].[K+] (potassium hydroxide), dicarboxylic acid, O=C(CC(=O)OC)CCCCCCCC(=O)OC (Dimethyl 3-oxoundecane-1,11-dioate), C(=CC1=CC=CC=C1)C(=O)C=O (styrylglyoxal), [Se](O)(O)=O (selenous acid), C1(=CC=CC=C1)C=CC(C)=O (4-phenyl-3-buten-2-one), O=C(CC(=O)O)CCCCCCCC(=O)O (3-oxoundecane-1,11 -dioic acid). The product is [OH-].[K+] (potassium hydroxide), OC1C(=C(C(C1)=O)CCCCCCC(=O)O)C=CC1=CC=CC=C1 (3-hydroxy-5-oxo-2-styrylcyclopent-1-eneheptanoic acid). Reaction SMILES: C(C(C=O)=[O:10])=CC1C=CC=CC=1.[Se](=O)(O)O.C1(C=CC(=O)C)C=CC=CC=1.O=C(CCCCCCCC(O)=O)CC(O)=O.O=C(CCCCCCCC(OC)=O)CC(OC)=O.[OH-].[K+:63].[C:64]1([CH:70]=[CH:71][C:72](=O)[CH:73]([OH:87])[CH2:74][C:75](=[O:86])[CH2:76][CH2:77][CH2:78][CH2:79][CH2:80][CH2:81][CH2:82][C:83]([OH:85])=[O:84])[CH:69]=[CH:68][CH:67]=[CH:66][CH:65]=1>>[OH-:10].[K+:63].[OH:87][CH:73]1[CH2:74][C:75](=[O:86])[C:76]([CH2:77][CH2:78][CH2:79][CH2:80][CH2:81][CH2:82][C:83]([OH:85])=[O:84])=[C:72]1[CH:71]=[CH:70][C:64]1[CH:69]=[CH:68][CH:67]=[CH:66][CH:65]=1 |f:5.6,8.9|. Reported procedure: Starting materials suitable for the manufacture of the compounds of this invention are styrylglyoxal, conveniently prepared by the selenous acid oxidation of 4-phenyl-3-buten-2-one, and the dialkyl esters of 3-oxoundecane-1,11 -dioic acid. Dimethyl 3-oxoundecane-1,11-dioate is thus saponified with potassium hydroxide and the resulting dicarboxylic acid is allowed to react with styrylglyoxal, thus affording 14-phenyl-9,12-dioxo-11-hydroxytetradec-13-enoic acid. Cyclization of the latter intermedi... Reactants: CCCCCC(=O)N(Cc1ccc(C#Cc2ccc(CCCC)cc2)cc1)c1ccc2c(c1)OC(C)(C)OC2=O, C1CCOC1. The product is CCCCCC(=O)N(Cc1ccc(C#Cc2ccc(CCCC)cc2)cc1)c1ccc(C(=O)O)c(O)c1. RXN SMILES: [CH2:1]([CH2:2][CH2:3][CH3:4])[c:5]1[cH:6][cH:7][c:8]([C:11]#[C:12][c:13]2[cH:14][cH:15][c:16]([CH2:17][N:18]([C:19]([CH2:20][CH2:21][CH2:22][CH2:23][CH3:24])=[O:25])[c:26]3[cH:27][cH:28][c:29]4[c:30]([cH:38]3)[O:31][C:32]([CH3:36])([CH3:37])[O:33][C:34]4=[O:35])[cH:39][cH:40]2)[cH:9][cH:10]1.[CH2:41]1[O:42][CH2:43][CH2:44][CH2:45]1>>[CH2:1]([CH2:2][CH2:3][CH3:4])[c:5]1[cH:6][cH:7][c:8]([C:11]#[C:12][c:13]2[cH:14][cH:15][c:16]([CH2:17][N:18]([C:19]([CH2:20][CH2:21][CH2:22][CH2:23][CH3:24])=[O:25])[c:26]3[cH:27][cH:28][c:29]([C:34](=[O:33])[OH:35])[c:30]([OH:31])[cH:38]3)[cH:39][cH:40]2)[cH:9][cH:10]1. Reactants: O=C([O-])[O-], CNC(N)=O, N#Cc1ccnc(Cl)c1, [Cs+], [Cs+], C1COCCO1. Product: CNC(=O)Nc1cc(C#N)ccn1. RXN SMILES: [C:10](=[O:11])([O-:12])[O-:13].[CH3:16][NH:17][C:18](=[O:19])[NH2:20].[Cl:1][c:2]1[cH:3][c:4]([C:5]#[N:6])[cH:7][cH:8][n:9]1.[Cs+:14].[Cs+:15].[O:21]1[CH2:22][CH2:23][O:24][CH2:25][CH2:26]1>>[c:2]1([NH:20][C:18]([NH:17][CH3:16])=[O:19])[cH:3][c:4]([C:5]#[N:6])[cH:7][cH:8][n:9]1. The reactants are NC[C@@H]1CC[C@H](CC1)C(=O)O ((trans)-4-(aminomethyl)cyclohexanecarboxylic acid), ClC(=O)OCC1=CC=CC=C1 (benzyl chloroformate), C([O-])([O-])=O.[Na+].[Na+] (sodium carbonate). Run in O1CCOCC1 (1,4-dioxane), O (water). Conditions: time 2 hour. Product: C(C1=CC=CC=C1)OC(=O)NC[C@@H]1CC[C@H](CC1)C(=O)O ((trans)-4-((benzyloxycarbonylamino)methyl)cyclohexanecarboxylic acid). Isolated yield 92.8%. RXN SMILES: [NH2:1][CH2:2][C@H:3]1[CH2:8][CH2:7][C@H:6]([C:9]([OH:11])=[O:10])[CH2:5][CH2:4]1.Cl[C:13]([O:15][CH2:16][C:17]1[CH:22]=[CH:21][CH:20]=[CH:19][CH:18]=1)=[O:14].C(=O)([O-])[O-].[Na+].[Na+]>O1CCOCC1.O>[CH2:16]([O:15][C:13]([NH:1][CH2:2][C@H:3]1[CH2:4][CH2:5][C@H:6]([C:9]([OH:11])=[O:10])[CH2:7][CH2:8]1)=[O:14])[C:17]1[CH:22]=[CH:21][CH:20]=[CH:19][CH:18]=1 |f:2.3.4|. Reported procedure: To (trans)-4-(aminomethyl)cyclohexanecarboxylic acid (10 g, 44.5 mmol) in 1,4-dioxane (75 ml) and water (75 ml) was added dropwise benzyl chloroformate (6.99 ml, 49.0 mmol). The pH was kept between 7 and 8 by adding saturated aqueous sodium carbonate. After stirring for two hours the reaction mixture was concentrated in vacuo till half volume, 1M sodium hydroxide (aq) was added till pH=9 and the mixture was extracted with diethylether. 2M Hydrochloric acid was added till pH=1 was the mixture was... Starting materials: C(C)(C)(C)OC(C(=O)OCC)C1=C(C2=CC=CC=C2C(=C1C)C)C1=CC=C(C=C1)Cl (ethyl 2-tert-butoxy-2-(1-(4-chlorophenyl)-3,4-dimethylnaphthalen-2-yl)acetate), O (H2O), LiOH monohydrate. Run in C1CCOC1 (THF), CCO (EtOH). Conditions: temperature 100 celsius. The product is C(C)(C)(C)OC(C(=O)O)C1=C(C2=CC=CC=C2C(=C1C)C)C1=CC=C(C=C1)Cl (2-tert-butoxy-2-(1-(4-chlorophenyl)-3,4-dimethylnaphthalen-2-yl)acetic acid). The yield is 40.0%. As a reaction SMILES: [C:1]([O:5][CH:6]([C:12]1[C:21]([CH3:22])=[C:20]([CH3:23])[C:19]2[C:14](=[CH:15][CH:16]=[CH:17][CH:18]=2)[C:13]=1[C:24]1[CH:29]=[CH:28][C:27]([Cl:30])=[CH:26][CH:25]=1)[C:7]([O:9]CC)=[O:8])([CH3:4])([CH3:3])[CH3:2].O>C1COCC1.CCO>[C:1]([O:5][CH:6]([C:12]1[C:21]([CH3:22])=[C:20]([CH3:23])[C:19]2[C:14](=[CH:15][CH:16]=[CH:17][CH:18]=2)[C:13]=1[C:24]1[CH:29]=[CH:28][C:27]([Cl:30])=[CH:26][CH:25]=1)[C:7]([OH:9])=[O:8])([CH3:4])([CH3:2])[CH3:3]. Procedure: A solution of the crude ethyl 2-tert-butoxy-2-(1-(4-chlorophenyl)-3,4-dimethylnaphthalen-2-yl)acetate in THF (500 μL), EtOH (Absolute, 250 μL), and H2O (250 μL) was treated with LiOH monohydrate (61 mg, 1.45 mmol) and heated to 100° C. in a sealed vessel for 4 h. The reaction was cooled to 23° C., filtered through a 0.45 micron filter, and directly purified by reverse phase HPLC (Gemini, 5 to 100% ACN/H2O+0.1% TFA). The product-containing fractions were combined and lyophilized, giving the title... Procedure: [2-(4-Bromophenoxy)propyl][(methylethyl)sulfonyl]amine (500 mg, 1.487 mmol) was combined with bis(pinicolato)diboron (415 mg, 1.636 mmol), potassium acetate (440 mg, 4.461 mmol), [1,1′-bis(diphenylphosphino)ferrocene]palladium(II) chloride complex (0.045 mmol) and dimethylformamide (10 mL) in a 3-neck round bottomed flask fitted with a thermometer, stirbar, condenser, and in a nitrogen system. This reaction mixture was refluxed to 80° C. with stirring, for three hours. The reaction mixture was c... The solvent is C(C)OCC (diethyl ether). RXN SMILES: Br[C:2]1[CH:18]=[CH:17][C:5]([O:6][CH:7]([CH3:16])[CH2:8][NH:9][S:10]([CH:13]([CH3:15])[CH3:14])(=[O:12])=[O:11])=[CH:4][CH:3]=1.[C:19]([O-])(=O)[CH3:20].[K+].CN(C)[CH:26]=[O:27].[C:29](=[O:32])([O-])[O-].[Na+].[Na+]>C(OCC)C>[CH3:16][CH:7]([O:6][C:5]1[CH:17]=[CH:18][C:2]([C:20]2[CH:19]=[CH:4][C:3]([C:29]([O:27][CH3:26])=[O:32])=[CH:2][CH:18]=2)=[CH:3][CH:4]=1)[CH2:8][NH:9][S:10]([CH:13]([CH3:15])[CH3:14])(=[O:12])=[O:11] |f:1.2,4.5.6|. Reaction conditions: temperature 80 celsius, time 3 hour. The product is CC(CNS(=O)(=O)C(C)C)OC1=CC=C(C=C1)C1=CC=C(C(=O)OC)C=C1 (Methyl 4-[4-(1-methyl-2-{[(methylethyl)sulfonyl]amino}ethoxy)phenyl]benzoate). Reactants: BrC1=CC=C(OC(CNS(=O)(=O)C(C)C)C)C=C1 ([2-(4-Bromophenoxy)propyl][(methylethyl)sulfonyl]amine), bis(pinicolato)diboron, C(C)(=O)[O-].[K+] (potassium acetate), CN(C=O)C (dimethylformamide), C([O-])([O-])=O.[Na+].[Na+] (sodium carbonate). Starting materials: C1=CC=C2C(=C1)C(=O)C(C2=O)(O)O (ninhydrin), Cl.COC=1C=C(C=CC1OC)NC(NN)=O (4-(3,4-dimethoxyphenyl)-semicarbazide hydrochloride). The product is COC=1C=C(C=CC1OC)NC(NN=C1C(C2=CC=CC=C2C1=O)=O)=O (2-[4-(3,4-dimethoxyphenyl)-semicarbazono]indan-1,3-dione). As a reaction SMILES: [CH:1]1[CH:6]=[C:5]2[C:7]([C:9](O)(O)[C:10](=[O:11])[C:4]2=[CH:3][CH:2]=1)=[O:8].Cl.[CH3:15][O:16][C:17]1[CH:18]=[C:19]([NH:25][C:26](=[O:29])[NH:27][NH2:28])[CH:20]=[CH:21][C:22]=1[O:23][CH3:24]>>[CH3:15][O:16][C:17]1[CH:18]=[C:19]([NH:25][C:26](=[O:29])[NH:27][N:28]=[C:9]2[C:10](=[O:11])[C:4]3[C:5](=[CH:6][CH:1]=[CH:2][CH:3]=3)[C:7]2=[O:8])[CH:20]=[CH:21][C:22]=1[O:23][CH3:24] |f:1.2|. Procedure details: ninhydrin, 4-(3,4-dimethoxyphenyl)-semicarbazide hydrochloride